This data is from the Open Reaction Database (ORD), a public repository of structured organic reaction records. The task is: describe an organic reaction: reactants, conditions, products, and yield The reactants are C1(CC1)N1N=C(C=C1C(=O)OCC)C(F)(F)F (ethyl 1-cyclopropyl-3-(trifluoromethyl)-1H-pyrazole-5-carboxylate), ClC1=CC=C(C=O)C=C1 (4-chlorobenzaldehyde). Run in CCCCCC (hexane). Yields the product ClC1=CC=C(C=C1)C(C=1C(=NN(C1C(=O)OCC)C1CC1)C(F)(F)F)O (ethyl 4-((4-chlorophenyl)(hydroxy)methyl)-1-cyclopropyl-3-(trifluoromethyl)-1H-Pyrazole-5-carboxylate). As a reaction SMILES: [CH:1]1([N:4]2[C:8]([C:9]([O:11][CH2:12][CH3:13])=[O:10])=[CH:7][C:6]([C:14]([F:17])([F:16])[F:15])=[N:5]2)[CH2:3][CH2:2]1.[Cl:18][C:19]1[CH:26]=[CH:25][C:22]([CH:23]=[O:24])=[CH:21][CH:20]=1>CCCCCC>[Cl:18][C:19]1[CH:26]=[CH:25][C:22]([CH:23]([OH:24])[C:7]2[C:6]([C:14]([F:17])([F:16])[F:15])=[N:5][N:4]([CH:1]3[CH2:3][CH2:2]3)[C:8]=2[C:9]([O:11][CH2:12][CH3:13])=[O:10])=[CH:21][CH:20]=1. Procedure details: The title compound was prepared in analogy to the procedure described in Step 40.2 using ethyl 1-cyclopropyl-3-(trifluoromethyl)-1H-pyrazole-5-carboxylate (Step 44.1) and 4-chlorobenzaldehyde. tR: 1.29 min (LC-MS 2); ESI-MS: 389 [M+H]+ (LC-MS 2); Rf=0.12 (hexane/15% EtOAc). Starting materials: CC(=CC(=O)OC)\C=C/CC(CCC=C(C)C)C (cis methyl 3,7,11-trimethyldodeca-2,4,10-trienoate), CO (methanol), [OH-].[K+] (potassium hydroxide). The solvent is O (water), O (water). The product is CC(=CC(=O)O)\C=C/CC(CCC=C(C)C)C (cis 3,7,11-trimethyldodeca-2,4,10-trienoic acid). As a reaction SMILES: [CH3:1][C:2](/[CH:8]=[CH:9]\[CH2:10][CH:11]([CH3:18])[CH2:12][CH2:13][CH:14]=[C:15]([CH3:17])[CH3:16])=[CH:3][C:4]([O:6]C)=[O:5].CO.[OH-].[K+]>O>[CH3:1][C:2](/[CH:8]=[CH:9]\[CH2:10][CH:11]([CH3:18])[CH2:12][CH2:13][CH:14]=[C:15]([CH3:17])[CH3:16])=[CH:3][C:4]([OH:6])=[O:5] |f:2.3|. Procedure details: A mixture of 1 g. of trans/cis methyl 3,7,11-trimethyldodeca-2,4,10-trienoate, 60 ml. of methanol, 0.5 g. of potassium hydroxide and 6 ml. of water is heated at reflux for about 8 hours. The mixture is then diluted with water, neutralized and extracted with ether. The organic phase is washed with water, dried over sodium sulfate and evaporated to yield trans/cis 3,7,11-trimethyldodeca-2,4,10-trienoic acid. Reactants: NCC1CCN(CC1)C(=O)OC(C)(C)C (4-(aminomethyl)-Boc-piperidine), NC1=CC=C(C(=O)O)C=C1 (4-aminobenzoic acid), CN1CCOCC1 (N-methyl morpholine), Cl.CN(CCCN=C=NCC)C (1-(3-dimethylaminopropyl)-3-ethylcarbodiimide hydrochloride). The solvent is ClCCl (dichloromethane). Reaction conditions: time 8 hour. Yields the product NC1=CC=C(C(=O)NCC2CCN(CC2)C(=O)OC(C)(C)C)C=C1 (tert-butyl 4-((4-aminobenzamido)methyl)piperidine-1-carboxylate). RXN SMILES: [NH2:1][CH2:2][CH:3]1[CH2:8][CH2:7][N:6]([C:9]([O:11][C:12]([CH3:15])([CH3:14])[CH3:13])=[O:10])[CH2:5][CH2:4]1.[NH2:16][C:17]1[CH:25]=[CH:24][C:20]([C:21](O)=[O:22])=[CH:19][CH:18]=1.CN1CCOCC1.Cl.CN(C)CCCN=C=NCC>ClCCl>[NH2:16][C:17]1[CH:25]=[CH:24][C:20]([C:21]([NH:1][CH2:2][CH:3]2[CH2:8][CH2:7][N:6]([C:9]([O:11][C:12]([CH3:15])([CH3:14])[CH3:13])=[O:10])[CH2:5][CH2:4]2)=[O:22])=[CH:19][CH:18]=1 |f:3.4|. Procedure: To a solution of 4-(aminomethyl)-Boc-piperidine (0.313 g, 1.458 mmol), 4-aminobenzoic acid (0.200 g, 1.458 mmol) and N-methyl morpholine (0.242 mL, 2.187 mmol) in dichloromethane (2 mL) was added 1-(3-dimethylaminopropyl)-3-ethylcarbodiimide hydrochloride (0.422 g, 2.187 mmol) and the reaction mixture stirred at room temperature overnight. The reaction was then washed with water and brine. The organic phase was dried over MgSO4 and the solvent removed in vacuo. The residue was purified by silica... Starting materials: FC1=C(C(=C(C=C1OC)OC)F)C1=CC2=C(C=N1)C(=NN2C2OCCCC2)I (6-(2,6-difluoro-3,5-dimethoxyphenyl)-3-iodo-1-(tetrahydro-2H-pyran-2-yl)-1H-pyrazolo[4,3-c]pyridine), C(C)N1C(C2=NC=C(C=C2C1)B(O)O)=O ((6-ethyl-7-oxo-6,7-dihydro-5H-pyrrolo[3,4-b]pyridin-3-yl)boronic acid). The product is FC1=C(C(=C(C=C1OC)OC)F)C1=CC2=C(C=N1)C(=NN2)C=2C=C1C(=NC2)C(N(C1)CC)=O (3-[6-(2,6-difluoro-3,5-dimethoxyphenyl)-1H-pyrazolo[4,3-c]pyridin-3-yl]-6-ethyl-5,6-dihydro-7H-pyrrolo[3,4-b]pyridin-7-one). Reaction SMILES: [F:1][C:2]1[C:7]([O:8][CH3:9])=[CH:6][C:5]([O:10][CH3:11])=[C:4]([F:12])[C:3]=1[C:13]1[N:18]=[CH:17][C:16]2[C:19](I)=[N:20][N:21](C3CCCCO3)[C:15]=2[CH:14]=1.[CH2:29]([N:31]1[CH2:39][C:38]2[C:33](=[N:34][CH:35]=[C:36](B(O)O)[CH:37]=2)[C:32]1=[O:43])[CH3:30]>>[F:12][C:4]1[C:5]([O:10][CH3:11])=[CH:6][C:7]([O:8][CH3:9])=[C:2]([F:1])[C:3]=1[C:13]1[N:18]=[CH:17][C:16]2[C:19]([C:36]3[CH:37]=[C:38]4[CH2:39][N:31]([CH2:29][CH3:30])[C:32](=[O:43])[C:33]4=[N:34][CH:35]=3)=[N:20][NH:21][C:15]=2[CH:14]=1. Reported procedure: This compound was prepared by using procedures analogous to those described for the synthesis of Example 52, Step 8 starting from 6-(2,6-difluoro-3,5-dimethoxyphenyl)-3-iodo-1-(tetrahydro-2H-pyran-2-yl)-1H-pyrazolo[4,3-c]pyridine and (6-ethyl-7-oxo-6,7-dihydro-5H-pyrrolo[3,4-b]pyridin-3-yl)boronic acid. LCMS (M+H)+=452.1. Reactants: C(C)(=O)[O-].[NH4+] (ammonium acetate), C(#N)CC(=O)OCC (ethyl cyanoacetate), O1C(=CC=C1)C=O (furan-2-carbaldehyde), [N+](=O)([O-])C1=CC=C(C=O)C=C1 (4-nitrobenzaldehyde). The product is O1C(=CC=C1)C1=CC(=C(C(N1)=O)C#N)C1=CC=C(C=C1)[N+](=O)[O-] (6-Furan-2-yl-4-(4-nitro-phenyl)-2-oxo-1,2-dihydro-pyridine-3-carbonitrile). Yield: 39.3%. RXN SMILES: [C:1]([O-])(=O)C.[NH4+:5].[C:6]([CH2:8][C:9]([O:11]CC)=O)#[N:7].[O:14]1[CH:18]=[CH:17][CH:16]=[C:15]1[CH:19]=O.[N+:21]([C:24]1[CH:31]=[CH:30][C:27]([CH:28]=O)=[CH:26][CH:25]=1)([O-:23])=[O:22]>>[O:14]1[CH:18]=[CH:17][CH:16]=[C:15]1[C:19]1[NH:5][C:9](=[O:11])[C:8]([C:6]#[N:7])=[C:28]([C:27]2[CH:30]=[CH:31][C:24]([N+:21]([O-:23])=[O:22])=[CH:25][CH:26]=2)[CH:1]=1 |f:0.1|. Reported procedure: In analogy to GP 1, reaction of 1.85 g ammonium acetate (24 mmol, 8 eq.), 0.28 ml ethyl cyanoacetate (3 mmol, 1 eq.), 330 mg furan-2-carbaldehyde (3 mmol, 1 eq.), and 453 mg 4-nitrobenzaldehyde (3 mmol, 1 eq.) yielded 362 mg product (39% yield). Starting materials: CN(C)C=O (DMF), BrC1=C2CCC(C2=CC=C1)OC (4-bromo-1-methoxyindane), C1CCOC1 (THF), [Li]CCCC (nBuLi), [BH4-].[Na+] (NaBH4), title material, BrN1C(CCC1=O)=O (N-bromosuccinimide), C1(=CC=CC=C1)P(C1=CC=CC=C1)C1=CC=CC=C1 (triphenylphosphine). Solvent: hexanes, hexanes, O (water). Conditions: temperature -78 celsius. Yields the product BrCC1=C2CCC(C2=CC=C1)OC (4-(Bromomethyl)-1-methoxyindane). RXN SMILES: [Br:1][C:2]1C=[CH:9][CH:8]=[C:7]2[C:3]=1[CH2:4][CH2:5]C2OC.[CH2:13]1[CH2:17][O:16][CH2:15][CH2:14]1.[Li]CCCC.CN(C=O)C.[BH4-].[Na+].C1(P(C2C=CC=CC=2)C2C=CC=CC=2)C=CC=CC=1.BrN1C(=O)CCC1=O>O>[Br:1][CH2:2][C:3]1[CH:4]=[CH:5][CH:14]=[C:13]2[C:7]=1[CH2:8][CH2:9][CH:17]2[O:16][CH3:15] |f:4.5|. Procedure: To a solution of 90.0 g (0.40 mol) of 4-bromo-1-methoxyindane in 200 ml of anhydrous THF 166 ml (0.42 mol) 2.5 M solution of nBuLi in hexanes was added dropwise by vigorous stirring at −78° C. This solution was stirred at this temperature for 1 hour, cooled to −100° C., and then 57.9 g (0.80 mol) of DMF was added dropwise to maintain temperature of the reaction mixture below −70° C. Further on, this mixture was stirred at room temperature for 3 hours, and then 15 ml of water was added. The resul... Yields the product Br.ClC1=CC(=C(CSC=2NCCN2)C=C1)F (2-(4-Chloro-2-fluoro-benzylsulfanyl)-4,5-dihydro-1H-imidazole hydrobromide). The reactants are ClC1=CC(=C(CBr)C=C1)F (4-chloro-2-fluorobenzylbromide), C1CNC(=S)N1 (N,N′-ethylene thiourea). RXN SMILES: [Cl:1][C:2]1[CH:9]=[CH:8][C:5]([CH2:6][Br:7])=[C:4]([F:10])[CH:3]=1.[CH2:11]1[NH:16][C:14](=[S:15])[NH:13][CH2:12]1>C(#N)C>[BrH:7].[Cl:1][C:2]1[CH:9]=[CH:8][C:5]([CH2:6][S:15][C:14]2[NH:16][CH2:11][CH2:12][N:13]=2)=[C:4]([F:10])[CH:3]=1 |f:3.4|. Yield: 79.8%. Run in C(C)#N (acetonitrile). Procedure details: A mixture of 4-chloro-2-fluorobenzylbromide (0.223 g, 1.0 mmol) and N,N′-ethylene thiourea (0.102 g, 1.0 mmol) in acetonitrile (4.5 ml) was heated for 10 min to 110° C. by microwave irradiation. After cooling down to room temperature a solid precipitated that was removed by filtration and washed with ether. It was obtained 260 mg (80%) of a white solid; MS (ISP): 245.0; 247.0 ([M+H]+.). Starting materials: OCCCCCCCCCC(=O)O (10-hydroxydecanoic acid), CS(=O)C (dimethyl sulfoxide), Cl.NO (hydroxylamine hydrochloride), [OH-].[Na+] (sodium hydroxide), C(C(=O)Cl)(=O)Cl (oxalyl chloride). Run in ClCCl (dichloromethane), ClCCl (dichloromethane). Conditions: time 1 hour. Product: 11, O\N=C(\C(=O)O)/CCCCCCCC ((E)-hydroxyimino-decanoic acid). Isolated yield 90.0%. Reaction SMILES: CS(C)=O.C(Cl)(=O)C(Cl)=O.O[CH2:12][CH2:13][CH2:14][CH2:15][CH2:16][CH2:17][CH2:18][CH2:19][CH2:20][C:21]([OH:23])=[O:22].Cl.[NH2:25][OH:26].[OH-].[Na+]>ClCCl>[OH:26]/[N:25]=[C:20](\[CH2:19][CH2:18][CH2:17][CH2:16][CH2:15][CH2:14][CH2:13][CH3:12])/[C:21]([OH:23])=[O:22] |f:3.4,5.6|. Procedure details: A solution of dimethyl sulfoxide (1.17 g, 15 mmol) in dichloromethane (50 mL) is cooled to −30° C. and treated with oxalyl chloride (1.92 g, 15 mmol). The reaction mixture is then treated with 10-hydroxydecanoic acid (2.06 g, 10 mmol) in dichloromethane (50 mL) and allowed to warm to room temperature over a period of 2 h. The reaction is then washed with water (2×50 mL). The organic layer is dried over sodium sulfate and then treated with hydroxylamine hydrochloride (1.03 g 15 mmol) and sodium h...